From a dataset of the Open Reaction Database (ORD), a public repository of structured organic reaction records. describe an organic reaction: reactants, conditions, products, and yield Reactants: C(C)OC(C(CC1=CC=C(C=C1)C(O[SiH2]C(C)(C)C)(C)C)OCC)=O (3-[4-(tert-butyl-dimethyl-silanyloxymethyl)-phenyl]-2-ethoxy-propionic acid ethyl ester), C(C1=CC=CC=C1)C=1C=C(C=CC1O)CC(C(=O)O)OCC (3-(3-benzyl-4-hydroxy-phenyl)-2-ethoxy-propionic acid). Yields the product C(C)(C)(C)[SiH2]OC(C1=CC=C(C=C1)CC(C(=O)O)OCC)(C)C (3-[4-(tert-Butyl-dimethyl-silanyloxymethyl)-phenyl]-2-ethoxy-propionic acid), crude product. As a reaction SMILES: C([O:3][C:4](=[O:25])[CH:5]([O:22][CH2:23][CH3:24])[CH2:6][C:7]1[CH:12]=[CH:11][C:10]([C:13]([CH3:21])([CH3:20])[O:14][SiH2:15][C:16]([CH3:19])([CH3:18])[CH3:17])=[CH:9][CH:8]=1)C.C(C1C=C(CC(OCC)C(O)=O)C=CC=1O)C1C=CC=CC=1>>[C:16]([SiH2:15][O:14][C:13]([CH3:20])([CH3:21])[C:10]1[CH:11]=[CH:12][C:7]([CH2:6][CH:5]([O:22][CH2:23][CH3:24])[C:4]([OH:25])=[O:3])=[CH:8][CH:9]=1)([CH3:18])([CH3:19])[CH3:17]. Reported procedure: The title compound was prepared from 3-[4-(tert-butyl-dimethyl-silanyloxymethyl)-phenyl]-2-ethoxy-propionic acid ethyl ester (1.1 g, 3.0 mmol) in the same manner as described for 3-(3-benzyl-4-hydroxy-phenyl)-2-ethoxy-propionic acid. The crude product was obtained as a solid and used in the next step without further purification (0.73 g, 65%). 1H NMR (400 MHz, CDCl3): δ 7.11-7.18 (m, 4H), 4.63 (s, 2H), 3.96-3.99 (m, 1H), 3.48-3.52 (m, 1H), 3.31-3.37 (m, 1H), 3.01-3.05 (dd, 1H), 2.87-2.92 (dd, 1H... The reactants are O=C(O)C1CCN(C(=O)OCc2ccccc2)CC1, CCN(C(C)C)C(C)C, NCc1nccnc1Cl, ClCCl, Cl, Cl, On1nnc2ccccc21. Product: O=C(NCc1nccnc1Cl)C1CCN(C(=O)OCc2ccccc2)CC1. RXN SMILES: [CH2:31]([c:32]1[cH:33][cH:34][cH:35][cH:36][cH:37]1)[O:38][C:39](=[O:40])[N:41]1[CH2:42][CH2:43][CH:44]([C:47](=[O:48])[OH:49])[CH2:45][CH2:46]1.[CH:12]([N:13]([CH2:14][CH3:15])[CH:16]([CH3:17])[CH3:18])([CH3:19])[CH3:20].[Cl:3][c:4]1[c:5]([CH2:10][NH2:11])[n:6][cH:7][cH:8][n:9]1.[Cl:50][CH2:51][Cl:52].[ClH:1].[ClH:2].[OH:21][n:22]1[c:23]2[cH:24][cH:25][cH:26][cH:27][c:28]2[n:29][n:30]1>>[Cl:3][c:4]1[c:5]([CH2:10][NH:11][C:47]([CH:44]2[CH2:43][CH2:42][N:41]([C:39]([O:38][CH2:31][c:32]3[cH:33][cH:34][cH:35][cH:36][cH:37]3)=[O:40])[CH2:46][CH2:45]2)=[O:48])[n:6][cH:7][cH:8][n:9]1. Starting materials: C=CCN, CC(=O)Cl, CO, COC(=O)CC(=O)C(C)COCc1ccccc1. The product is C=CCNC(=C(C(C)=O)C(=O)OC)C(C)COCc1ccccc1. As a reaction SMILES: [CH2:19]([CH:20]=[CH2:21])[NH2:22].[CH3:23][C:24]([Cl:25])=[O:26].[CH3:27][OH:28].[O:1]=[C:2]([CH2:3][C:4](=[O:5])[O:6][CH3:7])[CH:8]([CH2:9][O:10][CH2:11][c:12]1[cH:13][cH:14][cH:15][cH:16][cH:17]1)[CH3:18]>>[C:2](=[C:3]([C:4](=[O:5])[O:6][CH3:7])[C:24]([CH3:23])=[O:26])([CH:8]([CH2:9][O:10][CH2:11][c:12]1[cH:13][cH:14][cH:15][cH:16][cH:17]1)[CH3:18])[NH:22][CH2:19][CH:20]=[CH2:21].